From a dataset of the Open Reaction Database (ORD), a public repository of structured organic reaction records. describe an organic reaction: reactants, conditions, products, and yield Reactants: [Na] (sodium), CO (methanol), CC1=C(C(=C2C(=[N+]1[O-])CCCCC2)[N+](=O)[O-])C(=O)OCC (ethyl 2-methyl-4-nitro-6,7,8,9-tetrahydro-5H-cyclohepta[b]pyridine-3-carboxylate N-oxide), CO (methanol). Run at time 29 hour. Yields the product COC1=C2C(=[N+](C(=C1C(=O)OC)C)[O-])CCCCC2 (Methyl 4-methoxy-2-methyl-6,7,8,9-tetrahydro-5H-cyclohepta[b]pyridine-3-carboxylate N-oxide). Isolated yield 86.3%. RXN SMILES: [Na].[CH3:2][C:3]1[N+:8]([O-:9])=[C:7]2[CH2:10][CH2:11][CH2:12][CH2:13][CH2:14][C:6]2=[C:5]([N+]([O-])=O)[C:4]=1[C:18]([O:20][CH2:21]C)=[O:19].[CH3:23][OH:24]>>[CH3:23][O:24][C:5]1[C:4]([C:18]([O:20][CH3:21])=[O:19])=[C:3]([CH3:2])[N+:8]([O-:9])=[C:7]2[CH2:10][CH2:11][CH2:12][CH2:13][CH2:14][C:6]=12 |^1:0|. Reported procedure: In an atmosphere of argon and at room temperature, metallic sodium (86.0 mg, 0.005 g atom) was dissolved in anhydrous methanol (8.0 ml) to which was subsequently added dropwise methanol solution (20.0 ml) of ethyl 2-methyl-4-nitro-6,7,8,9-tetrahydro-5H-cyclohepta[b]pyridine-3-carboxylate N-oxide (1.00 g, 3.40 mmol), and the resulting mixture was stirred at room temperature for 29 hours. After evaporation of the solvent under reduced pressure, the resulting residue was mixed with water and extrac...